This data is from the Open Reaction Database (ORD), a public repository of structured organic reaction records. The task is: describe an organic reaction: reactants, conditions, products, and yield Product: C(C)(C)(C)OC(=O)N1CCN(CC1)C(=O)C1=CC2=C(NC(=N2)C(C2=CC(=C(C=C2)C#N)C2=C(N=CC3=CC=CC=C23)C)=O)C=C1 (4-{2-[4-Cyano-3-(3-methyl-isoquinolin-4-yl)-benzoyl]-1H-benzoimidazole-5-carbonyl}-piperazine-1-carboxylic acid tert-butyl ester), solid. The reactants are [Li+].CC(C)[N-]C(C)C (LDA), C(C)(C)NC(C)C (Diisopropylamine), C(CCC)[Li] (n-Butyl Lithium), [Li+].CC(C)[N-]C(C)C (LDA), C(C)(C)(C)OC(=O)N1CCN(CC1)C(=O)C1=CC2=C(N(C=N2)CN(C)C)C=C1 (4-(1-Dimethylaminomethyl-1H-benzoimidazole-5-carbonyl)-piperazine-1-carboxylic acid tert-butyl ester), COC(C1=CC(=C(C=C1)C#N)C1=C(N=CC2=CC=CC=C12)C)=O (4-Cyano-3-(3-methyl-isoquinolin-4-yl)-benzoic acid methyl ester). Reaction SMILES: [C:1]([O:5][C:6]([N:8]1[CH2:13][CH2:12][N:11]([C:14](C2C=CC3N(CN(C)C)C=NC=3C=2)=[O:15])[CH2:10][CH2:9]1)=[O:7])([CH3:4])([CH3:3])[CH3:2].C[O:30][C:31](=O)[C:32]1[CH:37]=[CH:36][C:35]([C:38]#[N:39])=[C:34]([C:40]2[C:49]3[C:44](=[CH:45][CH:46]=[CH:47][CH:48]=3)[CH:43]=[N:42][C:41]=2[CH3:50])[CH:33]=1.[Li+].C[CH:54]([N-:56][CH:57]([CH3:59])[CH3:58])C.C([NH:63]C(C)C)(C)C.[CH2:67]([Li])[CH2:68][CH2:69]C>C1COCC1>[C:1]([O:5][C:6]([N:8]1[CH2:9][CH2:10][N:11]([C:14]([C:68]2[CH:69]=[CH:59][C:57]3[NH:56][C:54]([C:31](=[O:30])[C:32]4[CH:37]=[CH:36][C:35]([C:38]#[N:39])=[C:34]([C:40]5[C:49]6[C:44](=[CH:45][CH:46]=[CH:47][CH:48]=6)[CH:43]=[N:42][C:41]=5[CH3:50])[CH:33]=4)=[N:63][C:58]=3[CH:67]=2)=[O:15])[CH2:12][CH2:13]1)=[O:7])([CH3:2])([CH3:3])[CH3:4] |f:2.3|. Reaction conditions: temperature -78 celsius, time 1.5 hour. Reported procedure: To a stirring solution of 2 (76 mg, 0.195 mmol) and 4 (62 mg, 0.205 mmol, 1.05 eq) in THF (5 mL) at −78° C. was added freshly prepared 1M LDA dropwise (Prepared from Diisopropylamine and 2.5M n-Butyl Lithium in Hexanes). Upon addition of LDA, an orange color formed and stayed throughout the reaction. After 1.5 hr of stirring at −78° C. the reaction was quenched with 50% aqueous Acetic Acid (5 mL) and the reaction mixture warmed to room temperature. The reaction mixture was diluted with Ethyl Ace... The solvent is Hexanes, C1CCOC1 (THF). Yield: 51.0%. Procedure details: The product of step (d) above (1.61 g) and trifluoroacetic anhydride (1.79 ml) were heated under reflux in dichloromethane (50 ml) producing a copious white precipitate during 1.5 hour. The solvent was evaporated off and the residue was heated under reflux with methanol (10 ml) and triethylamine (10 ml) for 0.5 hour. Evaporation to dryness in vacuo, aqueous work-up, extraction in ethyl acetate and chromatography gave the sub-title compound as a gum. MS (FAB) 445 (M+1), (5%), 222 (100%). Product: COC1=CC(=NC=C1)C=1SC=CC1SSC1=C(SC=C1)C1=NC=CC(=C1)OC ([2-(4-Methoxy-2-pyridinyl)-3-thienyl]disulphide). Solvent: ClCCl (dichloromethane). As a reaction SMILES: [CH3:1][O:2][C:3]1[CH:8]=[CH:7][N:6]=[C:5]([C:9]2[S:10][CH:11]=[CH:12][C:13]=2[S:14](C)=O)[CH:4]=1.FC(F)(F)[C:19]([O:21][C:22](=O)[C:23](F)(F)F)=O>ClCCl>[CH3:19][O:21][C:22]1[CH:23]=[CH:7][N:6]=[C:5]([C:9]2[S:10][CH:11]=[CH:12][C:13]=2[S:14][S:14][C:13]2[CH:12]=[CH:11][S:10][C:9]=2[C:5]2[CH:4]=[C:3]([O:2][CH3:1])[CH:8]=[CH:7][N:6]=2)[CH:4]=1. Reactants: COC1=CC(=NC=C1)C=1SC=CC1S(=O)C (4-Methoxy-2-(3-methylsulphinyl-2-thienyl)pyridine), FC(C(=O)OC(C(F)(F)F)=O)(F)F (trifluoroacetic anhydride).